describe an organic reaction: reactants, conditions, products, and yield From a dataset of the Open Reaction Database (ORD), a public repository of structured organic reaction records. Reactants: C(C1=CC=CC=C1)N1C[C@H](CC1)N ((S)-1-benzylpyrrolidin-3-ylamine), BrC=1C=C(C=CC1)F (3-bromofluorobenzene), CC(C)([O-])C.[Na+] (sodium tert-butoxide). The reagents and catalysts are C=1C=CC(=CC1)/C=C/C(=O)/C=C/C2=CC=CC=C2.C=1C=CC(=CC1)/C=C/C(=O)/C=C/C2=CC=CC=C2.[Pd] (bis(dibenzylideneacetone)palladium), C1(=CC=CC=C1)P(C1=C(C2=CC=CC=C2C=C1)C1=C(C=CC2=CC=CC=C12)P(C1=CC=CC=C1)C1=CC=CC=C1)C1=CC=CC=C1 (2,2′-bis(diphenylphosphino)-1,1′-binaphthyl). Run in C1(=CC=CC=C1)C (toluene). The product is C(C1=CC=CC=C1)N1C[C@H](CC1)NC1=CC(=CC=C1)F (((S)-1-benzylpyrrolidin-3-yl)-(3-fluorophenyl)amine). The yield is 88.8%. RXN SMILES: [CH2:1]([N:8]1[CH2:12][CH2:11][C@H:10]([NH2:13])[CH2:9]1)[C:2]1[CH:7]=[CH:6][CH:5]=[CH:4][CH:3]=1.Br[C:15]1[CH:16]=[C:17]([F:21])[CH:18]=[CH:19][CH:20]=1.CC(C)([O-])C.[Na+]>C1C=CC(/C=C/C(/C=C/C2C=CC=CC=2)=O)=CC=1.C1C=CC(/C=C/C(/C=C/C2C=CC=CC=2)=O)=CC=1.[Pd].C1(P(C2C=CC=CC=2)C2C=CC3C(=CC=CC=3)C=2C2C3C(=CC=CC=3)C=CC=2P(C2C=CC=CC=2)C2C=CC=CC=2)C=CC=CC=1.C1(C)C=CC=CC=1>[CH2:1]([N:8]1[CH2:12][CH2:11][C@H:10]([NH:13][C:15]2[CH:20]=[CH:19][CH:18]=[C:17]([F:21])[CH:16]=2)[CH2:9]1)[C:2]1[CH:3]=[CH:4][CH:5]=[CH:6][CH:7]=1 |f:2.3,4.5.6|. Reported procedure: A toluene solution containing 2.2 g of (S)-1-benzylpyrrolidin-3-ylamine (12.5 mmol), 2.2 g of 3-bromofluorobenzene (12.5 mmol), 0.31 g of 2,2′-bis(diphenylphosphino)-1,1′-binaphthyl (BINAP, 0.51 mmol), 0.14 g of bis(dibenzylideneacetone)palladium (Pd(dba)2, 0.22 mmol), and 1.3 g of sodium tert-butoxide (13.2 mmol) was heated under reflux under a nitrogen atmosphere for 3 hours. The reaction solution was filtered to remove insoluble matter, and ethyl acetate and water were added to the filtrate t... Reactants: CC(C)c1ccc(OC(Cc2ccc(O)cc2)C(=O)N2C(=O)OCC2Cc2ccccc2)cc1, CO, [Li+], [Na+], [Na+], C1CCOC1, [OH-], O, OO, O=S([O-])S(=O)[O-]. Yields the product CC(C)c1ccc(OC(Cc2ccc(O)cc2)C(=O)O)cc1. RXN SMILES: [CH2:5]([CH:6]1[CH2:7][O:8][C:9](=[O:10])[N:11]1[C:18]([CH:19]([CH2:20][c:21]1[cH:22][cH:23][c:24]([OH:27])[cH:25][cH:26]1)[O:28][c:29]1[cH:30][cH:31][c:32]([CH:35]([CH3:36])[CH3:37])[cH:33][cH:34]1)=[O:38])[c:12]1[cH:13][cH:14][cH:15][cH:16][cH:17]1.[CH3:47][OH:48].[Li+:1].[Na+:45].[Na+:46].[O:49]1[CH2:50][CH2:51][CH2:52][CH2:53]1.[OH-:2].[OH2:54].[OH:3][OH:4].[S:39](=[O:40])([S:41]([O-:42])=[O:43])[O-:44]>>[C:18]([CH:19]([CH2:20][c:21]1[cH:22][cH:23][c:24]([OH:27])[cH:25][cH:26]1)[O:28][c:29]1[cH:30][cH:31][c:32]([CH:35]([CH3:36])[CH3:37])[cH:33][cH:34]1)([OH:38])=[O:40]. Starting materials: C(C)(C)(C)C=1N=C(SC1)NC(=O)C1=CC=2N(C(C(=C(N2)N2CCOCC2)C=O)=O)C=C1 (N8-[4-(tert-Butyl)-1,3-thiazol-2-yl]-3-formyl-2-morpholino-4-oxo-4H-pyrido-[1,2-a]pyrimidine-8-carboxamide), [Cl-].[Li+] (lithium chloride), FC(COP(OCC(F)(F)F)(=O)CC(=O)OC)(F)F (bis(2,2,2-trifluoroethyl)(methoxycarbonylmethyl)-phosphonate), N12CCCCCC2=NCCC1 (1,8-diazabicyclo[5.4.0]undec-7-ene), FC(COP(OCC(F)(F)F)(=O)CC(=O)OC)(F)F (bis(2,2,2-trifluoroethyl)(methoxycarbonylmethyl)-phosphonate), N12CCCCCC2=NCCC1 (1,8-diazabicyclo[5.4.0]undec-7-ene). The solvent is O1CCCC1 (tetrahydrofuran). Conditions: time 1 hour. Yields the product C(C)(C)(C)C=1N=C(SC1)NC(=O)C1=CC=2N(C(C(=C(N2)N2CCOCC2)/C=C/C(=O)OC)=O)C=C1 (Methyl (E)-3-[8-({[4-(tert-butyl)-1,3-thiazol-2-yl]amino}carbonyl)-2-morpholino-4-oxo-4H-pyrido[1,2-a]pyrimidin-3-yl]-2-propenoate). Yield: 131.4%. RXN SMILES: [C:1]([C:5]1[N:6]=[C:7]([NH:10][C:11]([C:13]2[CH:31]=[CH:30][N:16]3[C:17](=[O:29])[C:18]([CH:27]=O)=[C:19]([N:21]4[CH2:26][CH2:25][O:24][CH2:23][CH2:22]4)[N:20]=[C:15]3[CH:14]=2)=[O:12])[S:8][CH:9]=1)([CH3:4])([CH3:3])[CH3:2].[Cl-].[Li+].FC(F)(F)COP([CH2:46][C:47]([O:49][CH3:50])=[O:48])(=O)OCC(F)(F)F.N12CCCN=C1CCCCC2>O1CCCC1>[C:1]([C:5]1[N:6]=[C:7]([NH:10][C:11]([C:13]2[CH:31]=[CH:30][N:16]3[C:17](=[O:29])[C:18](/[CH:27]=[CH:46]/[C:47]([O:49][CH3:50])=[O:48])=[C:19]([N:21]4[CH2:22][CH2:23][O:24][CH2:25][CH2:26]4)[N:20]=[C:15]3[CH:14]=2)=[O:12])[S:8][CH:9]=1)([CH3:4])([CH3:2])[CH3:3] |f:1.2|. Procedure details: N8-[4-(tert-Butyl)-1,3-thiazol-2-yl]-3-formyl-2-morpholino-4-oxo-4H-pyrido-[1,2-a]pyrimidine-8-carboxamide (98.2 mg, 0.223 mmol) was added with tetrahydrofuran (6 ml), lithium chloride (30 mg, 0.669 mmol) and bis(2,2,2-trifluoroethyl)(methoxycarbonylmethyl)-phosphonate (142 μl, 0.669 mmol), then added dropwise with 1,8-diazabicyclo[5.4.0]undec-7-ene (92 μl, 0.669 mmol) at room temperature, stirred at room temperature for 1 hour, and further added with bis(2,2,2-trifluoroethyl)(methoxycarbonylmet... Reactants: C1(=NN=C2N1C1=CC=CC=C1C=C2)O (s-Triazolo(4,3-a)quinolin-1-ol), [H][H] (hydrogen). The reagents and catalysts are [Pd] (palladium on carbon). The solvent is C(C)O (ethanol). Conditions: time 6 hour. Yields the product C1(=NN=C2N1C1=CC=CC=C1CC2)O (4,5-dihydro-s-triazolo(4,3-a)quinolin-1-ol). As a reaction SMILES: [C:1]1([OH:14])[N:5]2[C:6]3[C:11]([CH:12]=[CH:13][C:4]2=[N:3][N:2]=1)=[CH:10][CH:9]=[CH:8][CH:7]=3.[H][H]>[Pd].C(O)C>[C:1]1([OH:14])[N:5]2[C:6]3[C:11]([CH2:12][CH2:13][C:4]2=[N:3][N:2]=1)=[CH:10][CH:9]=[CH:8][CH:7]=3. Procedure: s-Triazolo(4,3-a)quinolin-1-ol (2.0 grams) was mixed with 125 milliliters of ethanol, and 1.0 gram of 5 percent palladium on carbon was added. The resulting mixture was hydrogenated at 50 psi hydrogen pressure and a temperature of 50°C., for 6 hours. The mixture was then filtered to remove catalyst, and the filtrate was evaporated to yield the desired 4,5-dihydro-s-triazolo(4,3-a)quinolin-1-ol product, m.p., 181°-2.5°C. Its identity was confirmed by NMR and by microanalysis. The reactants are ClC=1C=C(C=CC1F)N1N=C(C=C1C1=CC(=CC=C1)OC)C(=O)OCC (Ethyl 1-(3-chloro-4-fluorophenyl)-5-(3-methoxyphenyl)-1H-pyrazole-3-carboxylate), ClC=1C=C(C=CC1F)N1N=C(C=C1C1=CC(=CC(=C1)F)Cl)C(=O)O (1-(3-Chloro-4-fluorophenyl)-5-(3-chloro-5-fluorophenyl)-1H-pyrazole-3-carboxylic acid). Yields the product ClC=1C=C(C=CC1F)N1N=C(C=C1C1=CC(=CC=C1)OC)C(=O)O (1-(3-Chloro-4-fluorophenyl)-5-(3-methoxyphenyl)-1H-pyrazole-3-carboxylic acid). RXN SMILES: [Cl:1][C:2]1[CH:3]=[C:4]([N:9]2[C:13]([C:14]3[CH:19]=[CH:18][CH:17]=[C:16]([O:20][CH3:21])[CH:15]=3)=[CH:12][C:11]([C:22]([O:24]CC)=[O:23])=[N:10]2)[CH:5]=[CH:6][C:7]=1[F:8].ClC1C=C(N2C(C3C=C(F)C=C(Cl)C=3)=CC(C(O)=O)=N2)C=CC=1F>>[Cl:1][C:2]1[CH:3]=[C:4]([N:9]2[C:13]([C:14]3[CH:19]=[CH:18][CH:17]=[C:16]([O:20][CH3:21])[CH:15]=3)=[CH:12][C:11]([C:22]([OH:24])=[O:23])=[N:10]2)[CH:5]=[CH:6][C:7]=1[F:8]. Reported procedure: The preparation of the title compound takes place starting from the compound of Example 53A in analogy to the synthesis of the compound of Example 71A. 515 mg (93% of theory) of the title compound are obtained. Reactants: CN1CC(O)C(c2ccccc2Oc2ccc(Cl)cc2)C1=O, ClCCl. The product is CN1CC2c3cc(Cl)ccc3Oc3ccccc3C2C1=O. As a reaction SMILES: [Cl:1][c:2]1[cH:3][cH:4][c:5]([O:6][c:7]2[c:8]([CH:13]3[C:14](=[O:20])[N:15]([CH3:19])[CH2:16][CH:17]3[OH:18])[cH:9][cH:10][cH:11][cH:12]2)[cH:21][cH:22]1.[Cl:23][CH2:24][Cl:25]>>[Cl:1][c:2]1[cH:3][c:4]2[c:5]([cH:21][cH:22]1)[O:6][c:7]1[c:8]([cH:9][cH:10][cH:11][cH:12]1)[CH:13]1[C:14](=[O:20])[N:15]([CH3:19])[CH2:16][CH:17]21. Reactants: NC=1C=C(C(=O)OC)C=CC1 (Methyl 3-Aminobenzoate), CN1CCOCC1 (N-methylmorpholine), [N+](=O)([O-])C=1C=C(C=CC1)S(=O)(=O)Cl (3-nitrobenzenesulfonyl chloride). Run in C(Cl)Cl (methylene chloride), C(Cl)Cl (methylene chloride). Conditions: time 3 hour. Yields the product [N+](=O)([O-])C=1C=C(C=CC1)S(=O)(=O)NC=1C=C(C(=O)O)C=CC1 (3-((3-Nitrophenyl)sulfonyl)aminobenzoic acid). The yield is 94.6%. Reaction SMILES: [NH2:1][C:2]1[CH:3]=[C:4]([CH:9]=[CH:10][CH:11]=1)[C:5]([O:7]C)=[O:6].CN1CCOCC1.[N+:19]([C:22]1[CH:23]=[C:24]([S:28](Cl)(=[O:30])=[O:29])[CH:25]=[CH:26][CH:27]=1)([O-:21])=[O:20]>C(Cl)Cl>[N+:19]([C:22]1[CH:23]=[C:24]([S:28]([NH:1][C:2]2[CH:3]=[C:4]([CH:9]=[CH:10][CH:11]=2)[C:5]([OH:7])=[O:6])(=[O:30])=[O:29])[CH:25]=[CH:26][CH:27]=1)([O-:21])=[O:20]. Procedure: To 1.51 g (10 mmol) of the methyl 3-aminobenzoate prepared in Example 1 in 40 mL of methylene chloride containing 2 mL of N-methylmorpholine was added 2.21 g (10 mmol) of 3-nitrobenzenesulfonyl chloride. After stirred at room temperature for 3 hours, methylene chloride (200 mL) was added and washed with saturated NaHCO3 (2×50 mL), 1N HCl (2×50 mL) and brine (2×50 mL) and dried over Na2SO4. After evaporation of the solvent, the residue was dissolved in THF (50 mL), 2N NaOH (10 mL) was added and t... Reactants: C1COCCN1, CCO, CCOC(=O)c1c(CCl)nc2cc(OC)c(OC)cc2c1-c1ccc(OC)c(OC(C)C)c1, ClCCl. The product is CCOC(=O)c1c(CN2CCOCC2)nc2cc(OC)c(OC)cc2c1-c1ccc(OC)c(OC(C)C)c1. RXN SMILES: [CH2:34]1[CH2:35][O:36][CH2:37][CH2:38][NH:39]1.[CH3:40][CH2:41][OH:42].[Cl:1][CH2:2][c:3]1[n:4][c:5]2[cH:6][c:7]([O:32][CH3:33])[c:8]([O:30][CH3:31])[cH:9][c:10]2[c:11](-[c:18]2[cH:19][c:20]([O:26][CH:27]([CH3:28])[CH3:29])[c:21]([O:24][CH3:25])[cH:22][cH:23]2)[c:12]1[C:13](=[O:14])[O:15][CH2:16][CH3:17].[Cl:43][CH2:44][Cl:45]>>[CH2:2]([c:3]1[n:4][c:5]2[cH:6][c:7]([O:32][CH3:33])[c:8]([O:30][CH3:31])[cH:9][c:10]2[c:11](-[c:18]2[cH:19][c:20]([O:26][CH:27]([CH3:28])[CH3:29])[c:21]([O:24][CH3:25])[cH:22][cH:23]2)[c:12]1[C:13](=[O:14])[O:15][CH2:16][CH3:17])[N:39]1[CH2:34][CH2:35][O:36][CH2:37][CH2:38]1. Reactants: [BH4-], CC1(C)COc2cc(Br)ccc2C1=O, CO, [K+]. Product: CC1(C)COc2cc(Br)ccc2C1O. As a reaction SMILES: [BH4-:15].[Br:1][c:2]1[cH:3][cH:4][c:5]2[c:10]([cH:11]1)[O:9][CH2:8][C:7]([CH3:12])([CH3:13])[C:6]2=[O:14].[CH3:17][OH:18].[K+:16]>>[Br:1][c:2]1[cH:3][cH:4][c:5]2[c:10]([cH:11]1)[O:9][CH2:8][C:7]([CH3:12])([CH3:13])[CH:6]2[OH:14]. Reactants: ClC1=CC=C(C(=N1)C=1NC2=CC=CC(=C2C1)F)O (6-chloro-2-(4-fluoro-1H-indol-2-yl)pyridin-3-ol), S1C(=CC=C1)C=O (thiophene-2-carbaldehyde), CC=1C=CC(=CC1)S(=O)(=O)O (PTSA). The solvent is C1(=CC=CC=C1)C (toluene), O (water). Reaction conditions: temperature 60 celsius, time 4 hour. Yields the product ClC=1C=CC2=C(C=3NC4=CC=CC(=C4C3C(O2)C=2SC=CC2)F)N1 (2-chloro-7-fluoro-6-(thiophen-2-yl)-6,11-dihydropyrido[2′,3′:5,6]pyrano[4,3-b]indole). Isolated yield 50.0%. Reaction SMILES: [Cl:1][C:2]1[N:7]=[C:6]([C:8]2[NH:9][C:10]3[C:15]([CH:16]=2)=[C:14]([F:17])[CH:13]=[CH:12][CH:11]=3)[C:5]([OH:18])=[CH:4][CH:3]=1.[S:19]1[CH:23]=[CH:22][CH:21]=[C:20]1[CH:24]=O.CC1C=CC(S(O)(=O)=O)=CC=1>C1(C)C=CC=CC=1.O>[Cl:1][C:2]1[CH:3]=[CH:4][C:5]2[O:18][CH:24]([C:20]3[S:19][CH:23]=[CH:22][CH:21]=3)[C:16]3[C:15]4[C:10](=[CH:11][CH:12]=[CH:13][C:14]=4[F:17])[NH:9][C:8]=3[C:6]=2[N:7]=1. Reported procedure: A mixture of compound 6-chloro-2-(4-fluoro-1H-indol-2-yl)pyridin-3-ol (60 mg, 0.224 mmol), thiophene-2-carbaldehyde (50 mg, 0.448 mmol) and PTSA (85 mg, 0.448 mmol) in toluene (1 mL) was stirred at 60° C. for 4 hours. The mixture was then diluted with water (20 mL) and extracted with EtOAc (15 mL*3). The organic layer was washed with brine (20 mL), dried over Na2SO4 and concentrated in vacuo. The resulting residue was purified using prep-TLC (petroleum ether:EtOAc=20:1) to provide 2-chloro-7-flu...